Dataset: the Open Reaction Database (ORD), a public repository of structured organic reaction records. Task: describe an organic reaction: reactants, conditions, products, and yield Reactants: C/C/1=C(/C(=O)OC1=O)\C (dimethylmaleic anhydride), NC1CCC(CC1)O (4-aminocyclohexanol). The solvent is C(Cl)Cl (methylene chloride). Run at temperature 20 celsius, time 30 minute. Product: OC1CCC(CC1)N1C(C(=C(C1=O)C)C)=O (N-(4-hydroxycyclohexyl)-dimethyl-maleimide). Isolated yield 69.4%. As a reaction SMILES: [CH3:1][C:2]1=[C:3]([CH3:9])[C:4]([O:6][C:7]1=[O:8])=O.[NH2:10][CH:11]1[CH2:16][CH2:15][CH:14]([OH:17])[CH2:13][CH2:12]1>C(Cl)Cl>[OH:17][CH:14]1[CH2:15][CH2:16][CH:11]([N:10]2[C:4](=[O:6])[C:3]([CH3:9])=[C:2]([CH3:1])[C:7]2=[O:8])[CH2:12][CH2:13]1. Procedure: 126 g (1 mol) of dimethylmaleic anhydride and 115 g (1 mol) of 4-aminocyclohexanol are warmed, whilst stirring, to 120°-125° C. (internal temperature) for 30 minutes in an oil bath. After cooling to about 20° C., the reaction product is dissolved in 500 ml of methylene chloride and the solution is extracted once with 100 ml of 1 N NaOH, whilst cooling with ice. The reaction product is then washed twice with water and dried over Na2SO4. The solvent is evaporated and the residue is recrystallized ... Procedure details: A 100-mL round-bottomed flask equipped with an overhead stirrer, a condenser and a thermocouple is charged with (Z)-2-Cyano-3-(5′-ethoxy-2′-methoxycarbonyl-4′-nitrophenyl)amino-2-propenoic acid t-butyl ester (2.5 g, 6.3 mmol) and acetonitrile (50 mL). The triflic acid (0.12 mL, 0.21 mmol) is added to the heterogeneous reaction medium. Upon disappearance of the starting material as evidenced by TLC (20% EtOAc/hexane), the DBU (4.0 mL, 4.25 mmol) is added to the reaction mixture. The reaction is t... As a reaction SMILES: C(OC(=O)/[C:7](/[C:26]#[N:27])=[CH:8]\[NH:9][C:10]1[CH:15]=[C:14]([O:16][CH2:17][CH3:18])[C:13]([N+:19]([O-:21])=[O:20])=[CH:12][C:11]=1[C:22]([O:24]C)=O)(C)(C)C.C(#N)C.C1CCN2C(=NCCC2)CC1>OS(C(F)(F)F)(=O)=O.CCOC(C)=O.CCCCCC>[CH2:17]([O:16][C:14]1[CH:15]=[C:10]2[C:11]([C:22]([OH:24])=[C:7]([C:26]#[N:27])[CH:8]=[N:9]2)=[CH:12][C:13]=1[N+:19]([O-:21])=[O:20])[CH3:18] |f:4.5|. Run at time 15 minute. The solvent is CCOC(=O)C.CCCCCC (EtOAc hexane). The reactants are C(C)(C)(C)OC(\C(=C/NC1=C(C=C(C(=C1)OCC)[N+](=O)[O-])C(=O)OC)\C#N)=O ((Z)-2-Cyano-3-(5′-ethoxy-2′-methoxycarbonyl-4′-nitrophenyl)amino-2-propenoic acid t-butyl ester), C(C)#N (acetonitrile), C1CCC2=NCCCN2CC1 (DBU). Yields the product C(C)OC1=C(C=C2C(=C(C=NC2=C1)C#N)O)[N+](=O)[O-] (7-ethoxy-4-hydroxy-6-nitroquinoline-3-carbonitrile). The reagents and catalysts are OS(=O)(=O)C(F)(F)F (triflic acid). Yield: 70.4%. Yield: 16.2%. Reaction SMILES: C(OC(=O)[NH:7][C:8]1([C:12]2[CH:17]=[CH:16][C:15]([C:18]3[C:19]([C:28]4[CH:33]=[CH:32][CH:31]=[CH:30][CH:29]=4)=[CH:20][C:21]4[N:22]([C:24]([CH3:27])=[CH:25][N:26]=4)[N:23]=3)=[CH:14][CH:13]=2)[CH2:11][CH2:10][CH2:9]1)(C)(C)C.Cl>O1CCOCC1>[CH3:27][C:24]1[N:22]2[N:23]=[C:18]([C:15]3[CH:14]=[CH:13][C:12]([C:8]4([NH2:7])[CH2:11][CH2:10][CH2:9]4)=[CH:17][CH:16]=3)[C:19]([C:28]3[CH:29]=[CH:30][CH:31]=[CH:32][CH:33]=3)=[CH:20][C:21]2=[N:26][CH:25]=1. Reported procedure: 18 mg (0.04 mmol) {1-[4-(3-Methyl-7-phenyl-imidazo[1,2-b]pyridazin-6-yl)-phenyl]-cyclobutyl}-carbamic acid tert.-butyl ester (intermediate example Int-3-0) were dissolved in 01 mL dioxane. 0.4 mL 4M hydrogen chloride in dioxane were added and the mixture was stirred over night at room temperature. The solvent was evaporated and the residue was treated with saturated sodium bicarbonate solution. After stirring for one hour the reaction mixture was extracted three times with ethyl acetate. The com... The reactants are C(C)(C)(C)OC(NC1(CCC1)C1=CC=C(C=C1)C=1C(=CC=2N(N1)C(=CN2)C)C2=CC=CC=C2)=O ({1-[4-(3-Methyl-7-phenyl-imidazo[1,2-b]pyridazin-6-yl)-phenyl]-cyclobutyl}-carbamic acid tert.-butyl ester), Cl (hydrogen chloride). Run in O1CCOCC1 (dioxane), O1CCOCC1 (dioxane). The product is CC1=CN=C2N1N=C(C(=C2)C2=CC=CC=C2)C2=CC=C(C=C2)C2(CCC2)N (1-[4-(3-Methyl-7-phenyl-imidazo[1,2-b]pyridazin-6-yl)-phenyl]-cyclobutylamine).